Dataset: the Open Reaction Database (ORD), a public repository of structured organic reaction records. Task: describe an organic reaction: reactants, conditions, products, and yield Starting materials: CCOC(C)=O, CC[Si](Cl)(CC)CC, CCCCC, CN(C)C=O, c1c[nH]cn1, CC1(O)C(=O)NC1c1ccco1. Product: CC[Si](CC)(CC)OC1(C)C(=O)NC1c1ccco1. RXN SMILES: [C:31]([O:32][CH2:33][CH3:34])(=[O:35])[CH3:36].[CH2:1]([CH3:2])[Si:3]([CH2:4][CH3:5])([CH2:6][CH3:7])[Cl:8].[CH3:26][CH2:27][CH2:28][CH2:29][CH3:30].[O:37]=[CH:38][N:39]([CH3:40])[CH3:41].[nH:9]1[cH:10][cH:11][n:12][cH:13]1.[o:14]1[c:15]([CH:19]2[C:20]([CH3:24])([OH:25])[C:21](=[O:23])[NH:22]2)[cH:16][cH:17][cH:18]1>>[CH2:1]([CH3:2])[Si:3]([CH2:4][CH3:5])([CH2:6][CH3:7])[O:25][C:20]1([CH3:24])[CH:19]([c:15]2[o:14][cH:18][cH:17][cH:16]2)[NH:22][C:21]1=[O:23].